From a dataset of the Open Reaction Database (ORD), a public repository of structured organic reaction records. describe an organic reaction: reactants, conditions, products, and yield Isolated yield 27.3%. Starting materials: ClC1=C(C(=CC(=C1)C(F)(F)F)Cl)C1=NN(C(=C1)O)C (3-(2,6-dichloro-4-trifluoromethylphenyl)-5-hydroxy-1-methylpyrazole), COC=1C=CC(=CC1)P2(=S)SP(=S)(S2)C=3C=CC(=CC3)OC (Lawesson's reagent). Reaction conditions: time 3 hour. Reported procedure: A suspension of 1.0 g of 3-(2,6-dichloro-4-trifluoromethylphenyl)-5-hydroxy-1-methylpyrazole (6) and 0.7 g of Lawesson's reagent in 10 ml of toluene were refluxed with stirring for 3 hours. The solvent was distilled off under reduced pressure, and the resulting residue was purified by column chromatography on silica gel (eluent: ethyl acetate/hexane=1/6), giving 0.3 g of the desired compound in the form of colorless crystals (yield 27.3%). Yields the product ClC1=C(C(=CC(=C1)C(F)(F)F)Cl)C1=NN(C(=C1)S)C (3-(2,6-dichloro-4-trifluoromethylphenyl)-5-mercapto-1-methylpyrazole), crystals. The solvent is C1(=CC=CC=C1)C (toluene). RXN SMILES: [Cl:1][C:2]1[CH:7]=[C:6]([C:8]([F:11])([F:10])[F:9])[CH:5]=[C:4]([Cl:12])[C:3]=1[C:13]1[CH:17]=[C:16](O)[N:15]([CH3:19])[N:14]=1.COC1C=CC(P2(SP(C3C=CC(OC)=CC=3)(=S)S2)=[S:29])=CC=1>C1(C)C=CC=CC=1>[Cl:1][C:2]1[CH:7]=[C:6]([C:8]([F:11])([F:10])[F:9])[CH:5]=[C:4]([Cl:12])[C:3]=1[C:13]1[CH:17]=[C:16]([SH:29])[N:15]([CH3:19])[N:14]=1. Reactants: CC(=O)OCc1cccc(C(=O)c2ccccc2)c1, C1CCNCC1, [Li]CCCC, CC(=O)Cl, CCCCCC, [Cl-], ClC[P+](c1ccccc1)(c1ccccc1)c1ccccc1, [PH3]=CCl, O. The product is CC(=O)OCc1cccc(C(=CCl)c2ccccc2)c1. RXN SMILES: [C:37]([CH3:38])(=[O:39])[O:40][CH2:41][c:42]1[cH:43][c:44]([C:48]([c:49]2[cH:50][cH:51][cH:52][cH:53][cH:54]2)=[O:55])[cH:45][cH:46][cH:47]1.[CH2:23]1[CH2:24][CH2:25][NH:26][CH2:27][CH2:28]1.[CH2:29]([Li:30])[CH2:31][CH2:32][CH3:33].[CH3:56][C:57](=[O:58])[Cl:59].[CH3:60][CH2:61][CH2:62][CH2:63][CH2:64][CH3:65].[Cl-:1].[Cl:2][CH2:3][P+:4]([c:5]1[cH:6][cH:7][cH:8][cH:9][cH:10]1)([c:11]1[cH:12][cH:13][cH:14][cH:15][cH:16]1)[c:17]1[cH:18][cH:19][cH:20][cH:21][cH:22]1.[Cl:34][CH:35]=[PH3:36].[OH2:66]>>[Cl:34][CH:35]=[C:48]([c:44]1[cH:43][c:42]([CH2:41][O:40][C:37]([CH3:38])=[O:39])[cH:47][cH:46][cH:45]1)[c:49]1[cH:50][cH:51][cH:52][cH:53][cH:54]1. The reactants are O=C(O)C12CC3CC(CC(C3)C1)C2, CCOCC, CCOC(C)=O, [Cl-], Nc1ccccc1, O. Yields the product O=C(Nc1ccccc1)C12CC3CC(CC(C3)C1)C2. As a reaction SMILES: [C:2]12([C:12](=[O:13])[OH:14])[CH2:3][CH:4]3[CH2:5][CH:6]([CH2:7][CH:8]([CH2:9]1)[CH2:10]3)[CH2:11]2.[CH2:15]([O:16][CH2:17][CH3:18])[CH3:19].[CH3:28][CH2:29][O:30][C:31](=[O:32])[CH3:33].[Cl-:1].[NH2:20][c:21]1[cH:22][cH:23][cH:24][cH:25][cH:26]1.[OH2:27]>>[C:2]12([C:12](=[O:14])[NH:20][c:21]3[cH:22][cH:23][cH:24][cH:25][cH:26]3)[CH2:3][CH:4]3[CH2:5][CH:6]([CH2:7][CH:8]([CH2:9]1)[CH2:10]3)[CH2:11]2. Product: BrC[C@H]1O[C@@H](OC1)OC(C)C (trans 4-(bromomethyl)-2-isopropoxy-1,3-dioxolane). Procedure: To a solution of cis and trans 4-(bromomethyl)-2-methoxy-1,3-dioxolane (example 1) (5.37 g, 27.3 mmol) in benzene (100 mL) was added isopropanol (2.2 mL, 28.6 mmol, 1.05 eq.) and p-toluenesulfonic acid (pTSA, few crystals). The mixture was stirred for 24 hr at 88°-90° C. followed by addition of isopropanol (0.5 mL, 0.24 eq.). The mixture was stirred for further 24 hr at 90° C., cooled to room temperature and benzene was removed under reduced pressure. The crude material was obtained in quantitat... Conditions: time 24 hour. Reaction SMILES: [Br:1][CH2:2][C@@H:3]1[CH2:7][O:6][C@@H:5]([O:8]C)[O:4]1.C(O)(C)C.[C:14]1([CH3:24])[CH:19]=CC(S(O)(=O)=O)=CC=1>C1C=CC=CC=1>[Br:1][CH2:2][C@@H:3]1[CH2:7][O:6][C@@H:5]([O:8][CH:14]([CH3:19])[CH3:24])[O:4]1. Solvent: C1=CC=CC=C1 (benzene). The reactants are BrC[C@H]1O[C@@H](OC1)OC (trans 4-(bromomethyl)-2-methoxy-1,3-dioxolane), C(C)(C)O (isopropanol), C1(=CC=C(C=C1)S(=O)(=O)O)C (p-toluenesulfonic acid), C(C)(C)O (isopropanol). Starting materials: CN1C(N(C2=C(C1=O)C(=C(S2)CC2=C(C=CC=C2)C(F)(F)F)CC(=O)O)CC(C)C)=O (1,2,3,4-Tetrahydro-3-methyl-1-(2-methylpropyl)-2,4-dioxo-6-[[2-(trifluoromethyl)phenyl]methyl]-thieno[2,3-d]pyrimidine-5-acetic acid), CNCCO (N-methyl ethanolamine). Run in CN1C(CCC1)=O (1-methyl-2-pyrrolidinone), CCN=C=NCCCN(C)C.Cl (EDCl), C=1C=CC2=C(C1)N=NN2O (HOBT). Run at time 18 hour. Yields the product OCCN(C(CC1=C(SC=2N(C(N(C(C21)=O)C)=O)CC(C)C)CC2=C(C=CC=C2)C(F)(F)F)=O)C (1,2,3,4-Tetrahydro-N-(2-hydroxyethyl)-N,3-dimethyl-1-(2-methylpropyl)-2,4-dioxo-6-[[2-(trifluoromethyl)phenyl]methyl]-thieno[2,3-d]pyrimidine-5-acetamide). RXN SMILES: [CH3:1][N:2]1[C:7](=[O:8])[C:6]2[C:9]([CH2:23][C:24]([OH:26])=O)=[C:10]([CH2:12][C:13]3[CH:18]=[CH:17][CH:16]=[CH:15][C:14]=3[C:19]([F:22])([F:21])[F:20])[S:11][C:5]=2[N:4]([CH2:27][CH:28]([CH3:30])[CH3:29])[C:3]1=[O:31].[CH3:32][NH:33][CH2:34][CH2:35][OH:36]>CN1CCCC1=O.CCN=C=NCCCN(C)C.Cl.C1C=CC2N(O)N=NC=2C=1>[OH:36][CH2:35][CH2:34][N:33]([CH3:32])[C:24](=[O:26])[CH2:23][C:9]1[C:6]2[C:7](=[O:8])[N:2]([CH3:1])[C:3](=[O:31])[N:4]([CH2:27][CH:28]([CH3:30])[CH3:29])[C:5]=2[S:11][C:10]=1[CH2:12][C:13]1[CH:18]=[CH:17][CH:16]=[CH:15][C:14]=1[C:19]([F:22])([F:20])[F:21] |f:3.4|. Procedure: The product of step b) (98 mg) was dissolved in 1-methyl-2-pyrrolidinone (NMP) (1 ml) to which EDCl (1 ml), HOBT (1 ml) and N-methyl ethanolamine (1 ml) was added. The reaction was stirred for 18 hrs before being concentrated in vacuo. The residue was partitioned between dichloromethane and water. The organic phase was adsorbed onto silica and purified by chromatography eluting with 0-10% methanol in dichloromethane to yield the title compound (62 mg). Starting materials: O=C([O-])O, CCC(=O)CC, Cc1ccccc1, [Na+], O, NC(=O)c1ccc([N+](=O)[O-])cc1O, Cc1ccc(S(=O)(=O)O)cc1. The product is CCC1(CC)NC(=O)c2ccc([N+](=O)[O-])cc2O1. As a reaction SMILES: [C:32](=[O:33])([OH:34])[O-:35].[CH3:14][CH2:15][C:16]([CH2:17][CH3:18])=[O:19].[CH3:37][c:38]1[cH:39][cH:40][cH:41][cH:42][cH:43]1.[Na+:36].[OH2:20].[OH:1][c:2]1[c:3]([C:4](=[O:5])[NH2:6])[cH:7][cH:8][c:9]([N+:11](=[O:12])[O-:13])[cH:10]1.[c:21]1([CH3:22])[cH:23][cH:24][c:25]([S:26]([OH:27])(=[O:28])=[O:29])[cH:30][cH:31]1>>[O:1]1[c:2]2[c:3]([cH:7][cH:8][c:9]([N+:11](=[O:12])[O-:13])[cH:10]2)[C:4](=[O:5])[NH:6][C:16]1([CH2:15][CH3:14])[CH2:17][CH3:18].